Dataset: the Open Reaction Database (ORD), a public repository of structured organic reaction records. Task: describe an organic reaction: reactants, conditions, products, and yield The reactants are C(C)OC(=O)CCNC1=C2C(=NC=3C=C(C=CC13)Cl)C(NNC2=O)=O (10-(2-ethoxycarbonylethylamino)-7-chloro-2,3-dihydropyridazino[4,5-b]quinoline-1,4-dione), Cl (hydrochloric acid). Product: C(=O)(O)CCNC1=C2C(=NC=3C=C(C=CC13)Cl)C(NNC2=O)=O (10-(2-Carboxyethylamino)-7-chloro-2,3-dihydropyridazino[4,5-b]quinoline-1,4-dione). Yield: 94.8%. Reaction SMILES: C([O:3][C:4]([CH2:6][CH2:7][NH:8][C:9]1[C:18]2[CH:17]=[CH:16][C:15]([Cl:19])=[CH:14][C:13]=2[N:12]=[C:11]2[C:20](=[O:25])[NH:21][NH:22][C:23](=[O:24])[C:10]=12)=[O:5])C.Cl>>[C:4]([CH2:6][CH2:7][NH:8][C:9]1[C:18]2[CH:17]=[CH:16][C:15]([Cl:19])=[CH:14][C:13]=2[N:12]=[C:11]2[C:20](=[O:25])[NH:21][NH:22][C:23](=[O:24])[C:10]=12)([OH:5])=[O:3]. Procedure details: A mixture of 10-(2-ethoxycarbonylethylamino)-7-chloro-2,3-dihydropyridazino[4,5-b]quinoline-1,4-dione (0.08 g, 0.22 mM) and 1N hydrochloric acid was refluxed for 1 hr and then cooled to room temperature and filtered. The collected orange solid was washed with water and air dried to provide (0.07 g, 97%) the title compound as an orange powder, mp 356°-359° C.; MS(CI): 335 (M+H). Analysis for C14H11ClN4O4.0.3 H2O: Calculated: C, 49.4; H, 3.44; N, 16.47 Found: C, 49.3; H, 3.23; N, 16.25 Starting materials: NC1=CC=C(C=C1)SC1=NC2=CC=CC=C2C(=C1)C(=O)OCC (2-(4-aminophenylthio)-4-ethoxycarbonylquinoline), ClC1=C(C=C(C=C1)N=C=S)C(F)(F)F (4-chloro-3-trifluoromethylphenylisothiocyanate). Yields the product C(C)OC(=O)C1=CC(=NC2=CC=CC=C12)SC1=CC=C(C=C1)NC(=S)NC1=CC(=C(C=C1)Cl)C(F)(F)F (1-[4-(4-ethoxycarbonyl-2-quinolylthio)phenyl]-3-(4-chloro-3-trifluoromethylphenyl)thiourea). Yield: 89.0%. As a reaction SMILES: [NH2:1][C:2]1[CH:7]=[CH:6][C:5]([S:8][C:9]2[CH:18]=[C:17]([C:19]([O:21][CH2:22][CH3:23])=[O:20])[C:16]3[C:11](=[CH:12][CH:13]=[CH:14][CH:15]=3)[N:10]=2)=[CH:4][CH:3]=1.[Cl:24][C:25]1[CH:30]=[CH:29][C:28]([N:31]=[C:32]=[S:33])=[CH:27][C:26]=1[C:34]([F:37])([F:36])[F:35]>>[CH2:22]([O:21][C:19]([C:17]1[C:16]2[C:11](=[CH:12][CH:13]=[CH:14][CH:15]=2)[N:10]=[C:9]([S:8][C:5]2[CH:6]=[CH:7][C:2]([NH:1][C:32]([NH:31][C:28]3[CH:29]=[CH:30][C:25]([Cl:24])=[C:26]([C:34]([F:37])([F:35])[F:36])[CH:27]=3)=[S:33])=[CH:3][CH:4]=2)[CH:18]=1)=[O:20])[CH3:23]. Procedure details: 2-(4-aminophenylthio)-4-ethoxycarbonylquinoline (6.0 moles, 2.0 g) and 4-chloro-3-trifluoromethylphenylisothiocyanate (6.0 mmoles, 1.4 g) were reacted according to procedure C to yield 3.0 g, 89% of the title compound. Mass Spec (FD) 561. Calculated for C26H19ClF3N3O2S2 : C, 55.56; H, 3.41; N, 7.48. Found: C, 55.38 H, 3.38; N, 7.36. Starting materials: BrCC1=C(C#N)C=CC(=C1)C1(O)[C@H](OC(C)=O)[C@@H](OC(C)=O)[C@H](OC(C)=O)[C@H](O1)COC(C)=O (2-bromomethyl-4-(2,3,4,6-tetra-O-acetyl-D-glucopyranos-1-yl)-benzonitrile), C1(CC1)C1=CC=C(C=C1)B(O)O (4-cyclopropyl-phenylboronic acid), C([O-])([O-])=O.[K+].[K+] (potassium carbonate). Conditions: time 5 minute. Product: C(#N)C1=C(C=C(C=C1)[C@]1(O)[C@H](O)[C@@H](O)[C@H](O)[C@H](O1)CO)CC1=CC=C(C=C1)C1CC1 (1-Cyano-2-(4-cyclopropyl-benzyl)-4-(β-D-glucopyranos-1-yl)-benzene). As a reaction SMILES: Br[CH2:2][C:3]1[CH:10]=[C:9]([C:11]2([O:29][C@H:28]([CH2:30][O:31]C(=O)C)[C@@H:23]([O:24]C(=O)C)[C@H:18]([O:19]C(=O)C)[C@H:13]2[O:14]C(=O)C)[OH:12])[CH:8]=[CH:7][C:4]=1[C:5]#[N:6].[CH:35]1([C:38]2[CH:43]=[CH:42][C:41](B(O)O)=[CH:40][CH:39]=2)[CH2:37][CH2:36]1.C(=O)([O-])[O-].[K+].[K+]>>[C:5]([C:4]1[CH:7]=[CH:8][C:9]([C@:11]2([O:29][C@H:28]([CH2:30][OH:31])[C@@H:23]([OH:24])[C@H:18]([OH:19])[C@H:13]2[OH:14])[OH:12])=[CH:10][C:3]=1[CH2:2][C:41]1[CH:42]=[CH:43][C:38]([CH:35]2[CH2:37][CH2:36]2)=[CH:39][CH:40]=1)#[N:6] |f:2.3.4|. Procedure: An Ar filled flask is charged with 2-bromomethyl-4-(2,3,4,6-tetra-O-acetyl-D-glucopyranos-1-yl)-benzonitrile (1.60 g), 4-cyclopropyl-phenylboronic acid (1.0 g), potassium carbonate (1.85 g) and a degassed 3:1 mixture of acetone and water (22 mL). The mixture is stirred at room temperature for 5 min, before it is cooled in an ice-bath. Then palladium dichloride (30 mg) is added and the reaction mixture is stirred for 16 h at ambient temperature. The mixture is then diluted with brine and extracte...